From a dataset of the Open Reaction Database (ORD), a public repository of structured organic reaction records. describe an organic reaction: reactants, conditions, products, and yield Starting materials: O1C(=CC2=C1C=CC=C2)C(C2CC(=C(C2=O)C2=C(C=C(C=C2C)C)C)OC)O (5-(benzofuran-2-yl-hydroxy-methyl)-3-methoxy-2-(2,4,6-trimethyl-phenyl)-cyclopent-2-enone), C([O-])([O-])=O.[K+].[K+] (potassium carbonate), CI (methyl iodide). The solvent is CO (methanol). Product: O1C(=CC2=C1C=CC=C2)\C=C\2/CC(=C(C2=O)C2=C(C=C(C=C2C)C)C)OC (5-[1-benzofuran-2-yl-meth-(E)-ylidene]-3-methoxy-2-(2,4,6-trimethyl-phenyl)-cyclopent-2-enone). Yield: 31.9%. RXN SMILES: [O:1]1[C:5]2[CH:6]=[CH:7][CH:8]=[CH:9][C:4]=2[CH:3]=[C:2]1[CH:10](O)[CH:11]1[C:15](=[O:16])[C:14]([C:17]2[C:22]([CH3:23])=[CH:21][C:20]([CH3:24])=[CH:19][C:18]=2[CH3:25])=[C:13]([O:26][CH3:27])[CH2:12]1.C(=O)([O-])[O-].[K+].[K+].CI>CO>[O:1]1[C:5]2[CH:6]=[CH:7][CH:8]=[CH:9][C:4]=2[CH:3]=[C:2]1/[CH:10]=[C:11]1\[CH2:12][C:13]([O:26][CH3:27])=[C:14]([C:17]2[C:18]([CH3:25])=[CH:19][C:20]([CH3:24])=[CH:21][C:22]=2[CH3:23])[C:15]\1=[O:16] |f:1.2.3|. Procedure details: To a solution of 5-(benzofuran-2-yl-hydroxy-methyl)-3-methoxy-2-(2,4,6-trimethyl-phenyl)-cyclopent-2-enone (1.11 g) in methanol (10 ml) is added potassium carbonate (476 mg), followed by methyl iodide (214 μl) and the resulting suspension heated to reflux for 17 hours. The crude reaction mixture is then concentrated in vacuuo and partitioned between ethyl acetate (50 ml) and water (50 ml) and the organic layer purified by automated flash chromatography to give 5-[1-benzofuran-2-yl-meth-(E)-ylide... Reactants: CO, ClCCl, Cl, Cc1ccccc1C(=O)c1cnc(NCCC2CCCCN2)s1, O=S(=O)(Cl)c1ccsc1. Yields the product Cc1ccccc1C(=O)c1cnc(NCCC2CCCCN2S(=O)(=O)c2ccsc2)s1. RXN SMILES: [CH3:37][OH:38].[Cl:34][CH2:35][Cl:36].[ClH:24].[NH:1]1[CH:2]([CH2:7][CH2:8][NH:9][c:10]2[s:11][c:12]([C:15](=[O:16])[c:17]3[c:18]([CH3:23])[cH:19][cH:20][cH:21][cH:22]3)[cH:13][n:14]2)[CH2:3][CH2:4][CH2:5][CH2:6]1.[s:25]1[cH:26][c:27]([S:30](=[O:31])(=[O:32])[Cl:33])[cH:28][cH:29]1>>[N:1]1([S:30]([c:27]2[cH:26][s:25][cH:29][cH:28]2)(=[O:31])=[O:32])[CH:2]([CH2:7][CH2:8][NH:9][c:10]2[s:11][c:12]([C:15](=[O:16])[c:17]3[c:18]([CH3:23])[cH:19][cH:20][cH:21][cH:22]3)[cH:13][n:14]2)[CH2:3][CH2:4][CH2:5][CH2:6]1. The reactants are COc1cc(-c2ccccc2C(F)(F)F)ccc1C=O, [O-][Cl+][O-], NS(=O)(=O)O, [Na+], C1CCOC1, O. Product: COc1cc(-c2ccccc2C(F)(F)F)ccc1C(=O)O. Reaction SMILES: [CH3:1][O:2][c:3]1[cH:4][c:5](-[c:11]2[c:12]([C:17]([F:18])([F:19])[F:20])[cH:13][cH:14][cH:15][cH:16]2)[cH:6][cH:7][c:8]1[CH:9]=[O:10].[Cl+:26]([O-:27])[O-:28].[NH2:21][S:22]([OH:23])(=[O:24])=[O:25].[Na+:29].[O:30]1[CH2:31][CH2:32][CH2:33][CH2:34]1.[OH2:35]>>[CH3:1][O:2][c:3]1[cH:4][c:5](-[c:11]2[c:12]([C:17]([F:18])([F:19])[F:20])[cH:13][cH:14][cH:15][cH:16]2)[cH:6][cH:7][c:8]1[C:9](=[O:10])[OH:23]. Starting materials: C(C)(=O)NC=1C=CC=C2CN(C(C12)=O)C(CC(=O)O)C1=CC(=C(C=C1)OC(F)F)OCC (3-[7-(acetylamino)-1-oxo-1,3-dihydro-isoindol-2-yl]-3-(4-difluoromethoxy-3-ethoxy-phenyl)-propionic acid), C1=CN(C=N1)C(=O)N2C=CN=C2 (CDI), [NH4+].[OH-] (NH4OH). The solvent is C1CCOC1 (THF). Yields the product C(C)(=O)NC=1C=CC=C2CN(C(C12)=O)C(CC(=O)N)C1=CC(=C(C=C1)OC(F)F)OCC (3-(7-acetylamino-1-oxo-1,3-dihydro-isoindol-2-yl)-3-(4-difluoromethoxy-3-ethoxy-phenyl)-propionamide). Yield: 73.9%. Reaction SMILES: [C:1]([NH:4][C:5]1[CH:6]=[CH:7][CH:8]=[C:9]2[C:13]=1[C:12](=[O:14])[N:11]([CH:15]([C:20]1[CH:25]=[CH:24][C:23]([O:26][CH:27]([F:29])[F:28])=[C:22]([O:30][CH2:31][CH3:32])[CH:21]=1)[CH2:16][C:17]([OH:19])=O)[CH2:10]2)(=[O:3])[CH3:2].C1N=C[N:35](C(N2C=NC=C2)=O)C=1.[NH4+].[OH-]>C1COCC1>[C:1]([NH:4][C:5]1[CH:6]=[CH:7][CH:8]=[C:9]2[C:13]=1[C:12](=[O:14])[N:11]([CH:15]([C:20]1[CH:25]=[CH:24][C:23]([O:26][CH:27]([F:29])[F:28])=[C:22]([O:30][CH2:31][CH3:32])[CH:21]=1)[CH2:16][C:17]([NH2:35])=[O:19])[CH2:10]2)(=[O:3])[CH3:2] |f:2.3|. Procedure details: 3-(7-Acetylamino-1-oxo-1,3-dihydro-isoindol-2-yl)-3-(4-difluoromethoxy-3-ethoxy-phenyl)-propionamide was prepared by the procedure of example 6 from 3-[7-(acetylamino)-1-oxo-1,3-dihydro-isoindol-2-yl]-3-(4-difluoromethoxy-3-ethoxy-phenyl)-propionic acid (0.6 g, 1.3 mmol), CDI (0.3 g, 2 mmol) and NH4OH (0.20 ml, 2.6 mmol) in THF (30 ml) to give 3-(7-acetylamino-1-oxo-1,3-dihydro-isoindol-2-yl)-3-(4-difluoromethoxy-3-ethoxy-phenyl)-propionamide as white solid (0.43 g, 72%): mp 129–131° C.; 1HNMR (...